Dataset: the Open Reaction Database (ORD), a public repository of structured organic reaction records. Task: describe an organic reaction: reactants, conditions, products, and yield Conditions: temperature 65 celsius, time 2 hour. The solvent is C(CC)O (1-propanol), CC#N (MeCN). The reactants are C(=O)(C(F)(F)F)O (TFA), CC1(CC2(CN(C(O2)=O)CC(C)(C)C)CCC1)CNC=1C=C(C#N)C=CC1[N+](=O)[O-] (3-(((7-methyl-3-neopentyl-2-oxo-1-oxa-3-azaspiro[4.5]decan-7-yl)methyl)amino)-4-nitrobenzonitrile), C(CC)(OC)(OC)OC (trimethyl orthopropionate), C(CC)(=O)O (propionic acid). Reported procedure: To an orange solution containing 3-(((7-methyl-3-neopentyl-2-oxo-1-oxa-3-azaspiro[4.5]decan-7-yl)methyl)amino)-4-nitrobenzonitrile (0.100 g, 0.241 mmol) in 1-propanol (2.41 mL) was added iron (325 mesh) (0.135 g, 2.41 mmol), trimethyl orthopropionate (0.324 g, 2.41 mmol), and propionic acid (0.179 g, 2.41 mmol). The reaction mixture was stirred at 65° C. for 2 h and then cooled to rt. The reaction was diluted with MeCN (2 mL) and filtered through an Acrodisc CR 25 mm syringe filter with a 0.2 μm... Yields the product C(C)C1=NC2=C(N1CC1(CC3(CN(C(O3)=O)CC(C)(C)C)CCC1)C)C=C(C=C2)C#N (2-ethyl-1-((7-methyl-3-neopentyl-2-oxo-1-oxa-3-azaspiro[4.5]decan-7-yl)methyl)-1H-benzo[d]imidazole-6-carbonitrile). The yield is 90.3%. RXN SMILES: [CH3:1][C:2]1([CH2:18][NH:19][C:20]2[CH:21]=[C:22]([CH:25]=[CH:26][C:27]=2[N+:28]([O-])=O)[C:23]#[N:24])[CH2:17][CH2:16][CH2:15][C:4]2([O:8][C:7](=[O:9])[N:6]([CH2:10][C:11]([CH3:14])([CH3:13])[CH3:12])[CH2:5]2)[CH2:3]1.[C:31](OC)(OC)(OC)[CH2:32][CH3:33].C(O)(=O)CC.C(O)(C(F)(F)F)=O>C(O)CC.CC#N.[Fe]>[CH2:32]([C:33]1[N:19]([CH2:18][C:2]2([CH3:1])[CH2:17][CH2:16][CH2:15][C:4]3([O:8][C:7](=[O:9])[N:6]([CH2:10][C:11]([CH3:12])([CH3:13])[CH3:14])[CH2:5]3)[CH2:3]2)[C:20]2[CH:21]=[C:22]([C:23]#[N:24])[CH:25]=[CH:26][C:27]=2[N:28]=1)[CH3:31]. Reagents/catalysts: [Fe] (iron).